This data is from the Open Reaction Database (ORD), a public repository of structured organic reaction records. The task is: describe an organic reaction: reactants, conditions, products, and yield Reactants: C(C1=CC=CC=C1)OC=1C=CC(=NC1)Br (5-benzyloxy-2-bromo-pyridine), CON(C(C)=O)C (N-methoxy-N-methyl-acetamide), [Li]CCCC (n-BuLi). Solvent: C1CCOC1 (THF). Yields the product C(C1=CC=CC=C1)OC=1C=CC(=NC1)C(C)=O (1-(5-Benzyloxy-pyridin-2-yl)-ethanone). Reaction SMILES: [CH2:1]([O:8][C:9]1[CH:10]=[CH:11][C:12](Br)=[N:13][CH:14]=1)[C:2]1[CH:7]=[CH:6][CH:5]=[CH:4][CH:3]=1.CON(C)[C:19](=[O:21])[CH3:20].[Li]CCCC>C1COCC1>[CH2:1]([O:8][C:9]1[CH:10]=[CH:11][C:12]([C:19](=[O:21])[CH3:20])=[N:13][CH:14]=1)[C:2]1[CH:7]=[CH:6][CH:5]=[CH:4][CH:3]=1. Procedure: A mixture of 5-benzyloxy-2-bromo-pyridine (1.0 g), N-methoxy-N-methyl-acetamide (780 mg) and THF (20 mL) under argon at −60° C. was added n-BuLi (2.6 M in toluene, 2.9 mL). After 1 hour the cooling bath was removed. After reaching room temperature the mixture was quenched by addition of saturated NH4Cl-solution. The mixture was distributed between EA and brine. The organic phase was dried (Na2SO4), filtered and concentrated. The residue was purified by chromatography (silica gel, heptane to EA/h...